From a dataset of the Open Reaction Database (ORD), a public repository of structured organic reaction records. describe an organic reaction: reactants, conditions, products, and yield Starting materials: ClC1=CC(=C(C=C1)Br)[N+](=O)[O-] (4-Chloro-1-bromo-2-nitrobenzene), C1(=CC=CC=C1)NC(C)=O (N-phenylacetamide). The product is ClC1=CC2=C(N(C(=N2)C)C2=CC=CC=C2)C=C1 (5-Chloro-2-methyl-1-phenyl-1H-benzimidazole). The yield is 56.0%. As a reaction SMILES: [Cl:1][C:2]1[CH:7]=[CH:6][C:5](Br)=[C:4]([N+:9]([O-])=O)[CH:3]=1.[C:12]1([NH:18][C:19](=O)[CH3:20])[CH:17]=[CH:16][CH:15]=[CH:14][CH:13]=1>>[Cl:1][C:2]1[CH:7]=[CH:6][C:5]2[N:18]([C:12]3[CH:17]=[CH:16][CH:15]=[CH:14][CH:13]=3)[C:19]([CH3:20])=[N:9][C:4]=2[CH:3]=1. Procedure: The title compound was prepared with the analogous procedure described in example 1 using 4-Chloro-1-bromo-2-nitrobenzene (118 mg, 0.5 mmol) and N-phenylacetamide (81 mg, 0.6 mmol), as starting materials to yield the title compound as yellow solid (68 mg, 56% yield). mp 109-111° C. 1H NMR (DMSO) δ 2.52 (s, 3 H), 7.22 (d, J=8.6 Hz, 1 H), 7.34 (d, J=8.6 Hz, 1 H), 7.48-7.59 (m, 5 H), 7.86 (s, 1 H); 13C NMR δ 13.5, 112.2, 116.4, 123.9, 126.9, 127.9, 129.7, 130.1, 133.9, 138.5, 154.0, 157.0. HRMS (FA...